Dataset: the Open Reaction Database (ORD), a public repository of structured organic reaction records. Task: describe an organic reaction: reactants, conditions, products, and yield The reactants are C#CC1(Nc2cc3c(=O)c(C(=O)OCC)cn(CC)c3nc2C)CCCCC1, CC#N, [Na+], C1COCCO1, [OH-], O. The product is C#CC1(Nc2cc3c(=O)c(C(=O)O)cn(CC)c3nc2C)CCCCC1. Reaction SMILES: [CH2:1]([CH3:2])[n:3]1[cH:4][c:5]([C:24](=[O:25])[O:26][CH2:27][CH3:28])[c:6](=[O:23])[c:7]2[cH:8][c:9]([NH:14][C:15]3([C:21]#[CH:22])[CH2:16][CH2:17][CH2:18][CH2:19][CH2:20]3)[c:10]([CH3:13])[n:11][c:12]12.[CH3:31][C:32]#[N:33].[Na+:30].[O:34]1[CH2:35][CH2:36][O:37][CH2:38][CH2:39]1.[OH-:29].[OH2:40]>>[CH2:1]([CH3:2])[n:3]1[cH:4][c:5]([C:24](=[O:25])[OH:26])[c:6](=[O:23])[c:7]2[cH:8][c:9]([NH:14][C:15]3([C:21]#[CH:22])[CH2:16][CH2:17][CH2:18][CH2:19][CH2:20]3)[c:10]([CH3:13])[n:11][c:12]12. Starting materials: C(=O)(O)[O-].[Na+] (NaHCO3), C(C)OC(=O)C=1C=C(C(=O)N2CCNCC2)C=CC1 (3-ethoxycarbonyl-benzoylpiperazine), [Cl-].[Li+] (lithium chloride), [BH4-].[Na+] (NaBH4). Conditions: time 8 hour. RXN SMILES: C([O:3][C:4]([C:6]1[CH:7]=[C:8]([CH:17]=[CH:18][CH:19]=1)[C:9]([N:11]1[CH2:16][CH2:15][NH:14][CH2:13][CH2:12]1)=[O:10])=O)C.[Cl-].[Li+].[BH4-].[Na+].C([O-])(O)=O.[Na+]>C1COCC1.CCO>[OH:3][CH2:4][C:6]1[CH:7]=[C:8]([CH:17]=[CH:18][CH:19]=1)[C:9]([N:11]1[CH2:12][CH2:13][NH:14][CH2:15][CH2:16]1)=[O:10] |f:1.2,3.4,5.6|. Procedure: To a stirred solution of 3-ethoxycarbonyl-benzoylpiperazine XLIX (200 mg, 0.76 mmol) in THF (5 ml), was added lithium chloride (36 mg, 0.84 mmol), NaBH4 (32 mg, 0.84 mmol) and EtOH (5 ml) sequentially. After stirring for 8 hours at room temperature, a saturated NaHCO3 solution was added and the aqueous phase was extracted with ethyl acetate (3×20 ml). The organic layers were combined, dried over MgSO4 and concentrated to give a crude mixture, which was used for the further reaction without purif... The solvent is C1CCOC1 (THF), CCO (EtOH). Yields the product OCC=1C=C(C(=O)N2CCNCC2)C=CC1 (3-Hydroxylmethyl-benzoylpiperazine). The reactants are ClC1C=2C=CC=CC2C=2NC(C(NC21)=O)=O (9-Chloro-9H-indeno[1,2-b]pyrazine-2,3(1H,4H)-dione), C(C)O (ethanol). Yields the product C(C)OC1C=2C=CC=CC2C2=NC=CN=C21 (9-Ethoxy-9H-indeno[1,2-b]pyrazine). Yield: 25.0%. As a reaction SMILES: Cl[CH:2]1[C:14]2[NH:13][C:12](=O)[C:11](=O)[NH:10][C:9]=2[C:8]2[CH:7]=[CH:6][CH:5]=[CH:4][C:3]1=2.[CH2:17]([OH:19])[CH3:18]>>[CH2:17]([O:19][CH:2]1[C:14]2[C:9](=[N:10][CH:11]=[CH:12][N:13]=2)[C:8]2[CH:7]=[CH:6][CH:5]=[CH:4][C:3]1=2)[CH3:18]. Procedure: 9-Chloro-9H-indeno[1,2-b]pyrazine-2,3(1H,4H)-dione (0.50 g, 2.13 mmol) was refluxed in 25 ml dry ethanol for 7 hours. The mixture was evaporated to few ml and the precipitate was filtered off, washed with ethanol and dried to give 0.229 g of the crude compound, which was recrystallized from acetic acid-water to yield 0.131 g (25%) of the title compound. M.p. >300° C. 1H-NMR (DMSO-d6, δ): 1.1 (t, 3H), 3.25 (dq, 1H), 3.43 (dq, 1H), 5.22 (s, 1H), 7.17 (t, 1H), 7.33 (t, 1H), 7.42 (d, 1H), 7.51 (d, 1...